From a dataset of the Open Reaction Database (ORD), a public repository of structured organic reaction records. describe an organic reaction: reactants, conditions, products, and yield The reactants are N1=CC(=CC=C1)C1=CC(CCC1)=NO (3-(3-pyridinyl)-2-cyclohexen-1-one oxime), Cl (hydrogen chloride), C(C)(=O)OC(C)=O (acetic anhydride), Cl (hydrogen chloride). The solvent is C(C)(=O)O (acetic acid). Run at time 3 hour. The product is C(C)(=O)NC=1C=C(C=CC1)C=1C=NC=CC1 (3-(3-acetamidophenyl)pyridine). RXN SMILES: [N:1]1[CH:6]=[CH:5][CH:4]=[C:3]([C:7]2[CH2:12][CH2:11][CH2:10][C:9](=[N:13]O)[CH:8]=2)[CH:2]=1.[C:15](OC(=O)C)(=[O:17])[CH3:16].Cl>C(O)(=O)C>[C:15]([NH:13][C:9]1[CH:8]=[C:7]([C:3]2[CH:2]=[N:1][CH:6]=[CH:5][CH:4]=2)[CH:12]=[CH:11][CH:10]=1)(=[O:17])[CH3:16]. Procedure: To a mixture containing 28.9 g. of 3-(3-pyridinyl)-2-cyclohexen-1-one oxime, 42 ml. of acetic acid and 42 ml. of acetic anhydride was passed gaseous hydrogen chloride whereupon the temperature rose to about 120° C. The hydrogen chloride was passed continuously into the reaction mixture until the temperature fell to about 50° C. The reaction mixture was allowed to stand for three hours and then concentrated in vacuo to yield, as a glassy material, 3-(3-acetamidophenyl)pyridine. To this material w... Reactants: CCOC(=O)C1CN2CCc3cc(OC)c(OC)cc3C2CC1=O, CC(=O)[O-], CO, [NH4+]. Yields the product CCOC(=O)C1=C(N)CC2c3cc(OC)c(OC)cc3CCN2C1. RXN SMILES: [CH2:1]([CH3:2])[O:3][C:4](=[O:5])[CH:6]1[C:7](=[O:24])[CH2:8][CH:9]2[N:10]([CH2:11][CH2:12][c:13]3[cH:14][c:15]([O:21][CH3:22])[c:16]([O:19][CH3:20])[cH:17][c:18]32)[CH2:23]1.[CH3:26][C:27](=[O:28])[O-:29].[CH3:30][OH:31].[NH4+:25]>>[CH2:1]([CH3:2])[O:3][C:4](=[O:5])[C:6]1=[C:7]([NH2:25])[CH2:8][CH:9]2[N:10]([CH2:11][CH2:12][c:13]3[cH:14][c:15]([O:21][CH3:22])[c:16]([O:19][CH3:20])[cH:17][c:18]32)[CH2:23]1. Reactants: OC1=CC2=C(C=C(O2)C2=CC(=C(C(=C2)OC)OC)OC)C=C1CCC (6-Hydroxy-2-(3,4,5-trimethoxyphenyl)-5-propylbenzofuran). Reagents/catalysts: [Pd] (palladium-on-charcoal). Run in C(C)(=O)O (acetic acid). Run at time 2.5 hour. The product is OC1=CC2=C(CC(O2)C2=CC(=C(C(=C2)OC)OC)OC)C=C1CCC (6-hydroxy-2-(3,4,5-trimethoxyphenyl)-5-propyl-2,3-dihydrobenzofuran). The yield is 77.0%. Reaction SMILES: [OH:1][C:2]1[C:22]([CH2:23][CH2:24][CH3:25])=[CH:21][C:5]2[CH:6]=[C:7]([C:9]3[CH:14]=[C:13]([O:15][CH3:16])[C:12]([O:17][CH3:18])=[C:11]([O:19][CH3:20])[CH:10]=3)[O:8][C:4]=2[CH:3]=1>C(O)(=O)C.[Pd]>[OH:1][C:2]1[C:22]([CH2:23][CH2:24][CH3:25])=[CH:21][C:5]2[CH2:6][CH:7]([C:9]3[CH:14]=[C:13]([O:15][CH3:16])[C:12]([O:17][CH3:18])=[C:11]([O:19][CH3:20])[CH:10]=3)[O:8][C:4]=2[CH:3]=1. Procedure details: A solution of 6-Hydroxy-2-(3,4,5-trimethoxyphenyl)-5-propylbenzofuran (200 mg) in glacial acetic acid (1 ml) containing 10% palladium-on-charcoal was hydrogenated for 2.5 hours. The mixture was filtered and the filtrate was evaporated in vacuo to give 6-hydroxy-2-(3,4,5-trimethoxyphenyl)-5-propyl-2,3-dihydrobenzofuran (155 mg). Reactants: COC=1C=C(C=C(C1)OC)O (3,5-dimethoxyphenol), P(=O)(Cl)(Cl)Cl (phosphorous oxychloride), CN(C=O)C (dimethylformamide). Conditions: time 8 hour. Product: C(=O)C1=C(C=C(C=C1OC)O)OC (4-formyl-3,5-dimethoxyphenol). Isolated yield 38.8%. As a reaction SMILES: [CH3:1][O:2][C:3]1[CH:4]=[C:5]([OH:11])[CH:6]=[C:7]([O:9][CH3:10])[CH:8]=1.P(Cl)(Cl)(Cl)=O.CN(C)[CH:19]=[O:20]>>[CH:19]([C:8]1[C:7]([O:9][CH3:10])=[CH:6][C:5]([OH:11])=[CH:4][C:3]=1[O:2][CH3:1])=[O:20]. Procedure details: To a solution of 3,5-dimethoxyphenol (50 g, 320 mmol) in phosphorous oxychloride (60 mL, 650 mmol) at 0° C. was added dimethylformamide (37 mL, 490 mmol) over a period of 30 min and the mixture was warmed to room temperature and stirred overnight. The mixture was added to icewater (600 mL) and the mixture was washed with ether (3×200 mL). Then an 32% aqueous solution of sodium hydroxide was added until pH was 5.5 and the compound precipitated. The precipitate was separated and washed with water ... Reactants: COCCBr, O=C([O-])[O-], CC#N, CS(=O)(=O)c1cccc(C2CCNCC2)c1F, [K+], [K+]. Product: COCCN1CCC(c2cccc(S(C)(=O)=O)c2F)CC1. As a reaction SMILES: [Br:24][CH2:25][CH2:26][O:27][CH3:28].[C:18](=[O:19])([O-:20])[O-:21].[CH3:29][C:30]#[N:31].[F:1][c:2]1[c:3]([CH:12]2[CH2:13][CH2:14][NH:15][CH2:16][CH2:17]2)[cH:4][cH:5][cH:6][c:7]1[S:8](=[O:9])(=[O:10])[CH3:11].[K+:22].[K+:23]>>[F:1][c:2]1[c:3]([CH:12]2[CH2:13][CH2:14][N:15]([CH2:25][CH2:26][O:27][CH3:28])[CH2:16][CH2:17]2)[cH:4][cH:5][cH:6][c:7]1[S:8](=[O:9])(=[O:10])[CH3:11]. Starting materials: O (water), COC1=CC=C(C2=C1OC(=C2)C)C(=O)O (7-methoxy-2-methylbenzo[b]furan-4-carboxylic acid), C([O-])([O-])=O.[K+].[K+] (potassium carbonate), S(=O)(=O)(OC)OC (dimethyl sulfate). Solvent: CC(=O)C (acetone). Product: COC(=O)C1=CC=C(C=2OC(=CC21)C)OC (Methyl-7-methoxy-2-methylbenzo[b]furan-4-carboxylate). The yield is 75.0%. As a reaction SMILES: [CH3:1][O:2][C:3]1[C:8]2[O:9][C:10]([CH3:12])=[CH:11][C:7]=2[C:6]([C:13]([OH:15])=[O:14])=[CH:5][CH:4]=1.[C:16](=O)([O-])[O-].[K+].[K+].S(OC)(OC)(=O)=O.O>CC(C)=O>[CH3:16][O:14][C:13]([C:6]1[C:7]2[CH:11]=[C:10]([CH3:12])[O:9][C:8]=2[C:3]([O:2][CH3:1])=[CH:4][CH:5]=1)=[O:15] |f:1.2.3|. Procedure details: To a well stirred suspension of 7-methoxy-2-methylbenzo[b]furan-4-carboxylic acid (from step 4) (4.5 g, 24.21 mmol) and powdered potassium carbonate (7.5 g, 54.61 mmol) in acetone (740.0 mL) was added dimethyl sulfate (4.1 g, 32.76 mmol) and refluxed for 2-3 hours. Reaction mixture was cooled to room temperature and water (500 mL) was added to it. The organic material separated was extracted with ethyl acetate (3×100 ml). The combined organic layers were washed with water ((2×100 mL) and dried o... Starting materials: C(C)(C)(C)OC(=O)N1CCC(CC1)NCCOC1=C(C=C(C=C1)NC(C1=CC(=CC=C1)F)=O)C=1N(N=CC1Cl)C (4-{2-[2-(4-Chloro-2-methyl-2H-pyrazol-3-yl)-4-(3-fluoro-benzoylamino)-phenoxy]-ethylamino}-piperidine-1-carboxylic acid tert-butyl ester). Run in Cl (HCl), O1CCOCC1 (dioxane). The product is ClC1=C(N(N=C1)C)C=1C=C(C=CC1OCCNC1CCNCC1)NC(C1=CC(=CC=C1)F)=O (N-{3-(4-Chloro-2-methyl-2H-pyrazol-3-yl)-4-[2-(piperidin-4-ylamino)-ethoxy]-phenyl}-3-fluoro-benzamide). Yield: 72.9%. RXN SMILES: C(OC([N:8]1[CH2:13][CH2:12][CH:11]([NH:14][CH2:15][CH2:16][O:17][C:18]2[CH:23]=[CH:22][C:21]([NH:24][C:25](=[O:33])[C:26]3[CH:31]=[CH:30][CH:29]=[C:28]([F:32])[CH:27]=3)=[CH:20][C:19]=2[C:34]2[N:35]([CH3:40])[N:36]=[CH:37][C:38]=2[Cl:39])[CH2:10][CH2:9]1)=O)(C)(C)C>Cl.O1CCOCC1>[Cl:39][C:38]1[CH:37]=[N:36][N:35]([CH3:40])[C:34]=1[C:19]1[CH:20]=[C:21]([NH:24][C:25](=[O:33])[C:26]2[CH:31]=[CH:30][CH:29]=[C:28]([F:32])[CH:27]=2)[CH:22]=[CH:23][C:18]=1[O:17][CH2:16][CH2:15][NH:14][CH:11]1[CH2:10][CH2:9][NH:8][CH2:13][CH2:12]1. Reported procedure: A solution of 4-{2-[2-(4-Chloro-2-methyl-2H-pyrazol-3-yl)-4-(3-fluoro-benzoylamino)-phenoxy]-ethylamino}-piperidine-1-carboxylic acid tert-butyl ester (0.035 g, 0.061 mmol) in 4 M HCl in dioxane (2.2 mL) was shaken on a rotary stirrer for 3 hours. The reaction was concentrated and purified by RP-HPLC. Lyophilization afforded a TFA salt as a pale solid (0.021 g, 48%). LCMS m/z (%)=472 (M+H, 35Cl, 100), 474 (M+H, 37Cl, 40). 1H NMR (400 MHz, DMSO-d6) δ 10.40 (s, 1H), 7.96 (dd, J=2.6, 9.0 Hz, 1H), 7... Reactants: C(C)(C)(C)C1=C(C=C(C(=O)N2[C@@](C[C@@H]([C@@H]2C=2SC=CN2)C2=NC=CN=C2)(C(=O)OC(C)(C)C)CC(C)C)C=C1)OCC (rel-(2S,4S,5R)-1-(4-tert-butyl-3-ethoxybenzoyl)-2-isobutyl-4-pyrazin-2-yl-5-(1,3-thiazol-2-yl)pyrrolidine-2-carboxylic acid, tert-butyl ester), C(=O)(C(F)(F)F)O (TFA). Yields the product C(C)(C)(C)C1=C(C=C(C(=O)N2[C@@](C[C@@H]([C@@H]2C=2SC=CN2)C2=NC=CN=C2)(C(=O)O)CC(C)C)C=C1)OCC (rel-(2S,4S,5R)-1-(4-tert-Butyl-3-ethoxybenzoyl)-2-isobutyl-4-(pyrazin-2-yl)-5-(1,3-thiazol-2-yl)pyrrolidine-2-carboxylic acid). Reaction SMILES: [C:1]([C:5]1[CH:39]=[CH:38][C:8]([C:9]([N:11]2[C@@H:15]([C:16]3[S:17][CH:18]=[CH:19][N:20]=3)[C@@H:14]([C:21]3[CH:26]=[N:25][CH:24]=[CH:23][N:22]=3)[CH2:13][C@@:12]2([CH2:34][CH:35]([CH3:37])[CH3:36])[C:27]([O:29]C(C)(C)C)=[O:28])=[O:10])=[CH:7][C:6]=1[O:40][CH2:41][CH3:42])([CH3:4])([CH3:3])[CH3:2].C(O)(C(F)(F)F)=O>>[C:1]([C:5]1[CH:39]=[CH:38][C:8]([C:9]([N:11]2[C@@H:15]([C:16]3[S:17][CH:18]=[CH:19][N:20]=3)[C@@H:14]([C:21]3[CH:26]=[N:25][CH:24]=[CH:23][N:22]=3)[CH2:13][C@@:12]2([CH2:34][CH:35]([CH3:36])[CH3:37])[C:27]([OH:29])=[O:28])=[O:10])=[CH:7][C:6]=1[O:40][CH2:41][CH3:42])([CH3:3])([CH3:4])[CH3:2]. Reported procedure: The tert-butyl ester from stage A was deprotected with TFA in a similar manner to that described in Example 1 to afford the title compound as a solid.